From a dataset of the Open Reaction Database (ORD), a public repository of structured organic reaction records. describe an organic reaction: reactants, conditions, products, and yield Reactants: C(C)(=O)NC=1C(=C(C=CC1C)O)C (3-acetamido-2,4-dimethylphenol), S(O)(O)(=O)=O (sulfuric acid). Solvent: C(C)O (ethanol). The product is NC=1C(=C(C=CC1C)O)C (3-amino-2,4-dimethylphenol). The yield is 69.1%. RXN SMILES: C([NH:4][C:5]1[C:6]([CH3:13])=[C:7]([OH:12])[CH:8]=[CH:9][C:10]=1[CH3:11])(=O)C.S(=O)(=O)(O)O>C(O)C>[NH2:4][C:5]1[C:6]([CH3:13])=[C:7]([OH:12])[CH:8]=[CH:9][C:10]=1[CH3:11]. Reported procedure: A mixture of 10 g of 3-acetamido-2,4-dimethylphenol (55.9 mmol), 250 ml of concentrated sulfuric acid and 200 ml of ethanol was refluxed for 30 minutes and, then, concentrated under reduced pressure. The residue was dissolved in water and the solution was made alkaline with ammonia water and extracted with ether. The ether layer was washed with a saturated aqueous solution of sodium chloride, dried over magnesium sulfate (dehydration) and concentrated under reduced pressure. The residue was recr... Reactants: [BH4-].[Na+] (Sodium borohydride), C(CC)C=1N(C2=C(C=NC=3C=CC=CC23)N1)CCCC=O (4-(2-propyl-1H-imidazo[4,5-c]quinolin-1-yl)butyraldehyde), C([O-])(O)=O.[Na+] (sodium bicarbonate). Solvent: C(C)O (ethanol). Conditions: time 2 hour. Yields the product C(CC)C=1N(C2=C(C=NC=3C=CC=CC23)N1)CCCCO (4-(2-propyl-1H-imidazo[4,5-c]quinolin-1-yl)butan-1-ol). Isolated yield 91.7%. RXN SMILES: [BH4-].[Na+].[CH2:3]([C:6]1[N:7]([CH2:19][CH2:20][CH2:21][CH:22]=[O:23])[C:8]2[C:17]3[CH:16]=[CH:15][CH:14]=[CH:13][C:12]=3[N:11]=[CH:10][C:9]=2[N:18]=1)[CH2:4][CH3:5].C(=O)(O)[O-].[Na+]>C(O)C>[CH2:3]([C:6]1[N:7]([CH2:19][CH2:20][CH2:21][CH2:22][OH:23])[C:8]2[C:17]3[CH:16]=[CH:15][CH:14]=[CH:13][C:12]=3[N:11]=[CH:10][C:9]=2[N:18]=1)[CH2:4][CH3:5] |f:0.1,3.4|. Procedure details: Sodium borohydride (2.28 g, 60.4 mmol) was added to a solution of 4-(2-propyl-1H-imidazo[4,5-c]quinolin-1-yl)butyraldehyde (prepared as described in Parts A-C of Example 6, 17.0 g, 60.4 mmol) in ethanol (200 mL). The reaction mixture was stirred for 2 hours, then saturated aqueous sodium bicarbonate was added. The ethanol was removed under reduced pressure and the mixture was extracted with dichloromethane. The organic layer was washed with saturated aqueous sodium bicarbonate and brine, dried o...